Dataset: the Open Reaction Database (ORD), a public repository of structured organic reaction records. Task: describe an organic reaction: reactants, conditions, products, and yield Starting materials: [Al+3], O=C1COC(C=C2c3ccccc3CCc3ccccc32)CN1Cc1ccccc1, [H-], [H-], [H-], [H-], [Li+], C1CCOC1, O. Product: C(=C1c2ccccc2CCc2ccccc21)C1CN(Cc2ccccc2)CCO1. As a reaction SMILES: [Al+3:2].[CH2:7]([c:8]1[cH:9][cH:10][cH:11][cH:12][cH:13]1)[N:14]1[CH2:15][CH:16]([CH:21]=[C:22]2[c:23]3[c:24]([cH:33][cH:34][cH:35][cH:36]3)[CH2:25][CH2:26][c:27]3[c:28]2[cH:29][cH:30][cH:31][cH:32]3)[O:17][CH2:18][C:19]1=[O:20].[H-:1].[H-:4].[H-:5].[H-:6].[Li+:3].[O:38]1[CH2:39][CH2:40][CH2:41][CH2:42]1.[OH2:37]>>[CH2:7]([c:8]1[cH:9][cH:10][cH:11][cH:12][cH:13]1)[N:14]1[CH2:15][CH:16]([CH:21]=[C:22]2[c:23]3[c:24]([cH:33][cH:34][cH:35][cH:36]3)[CH2:25][CH2:26][c:27]3[c:28]2[cH:29][cH:30][cH:31][cH:32]3)[O:17][CH2:18][CH2:19]1. The reactants are C([O-])([O-])=O.[K+].[K+] (potassium carbonate), OCCN1CCNCCC1 (1-(2-hydroxyethyl)-homopiperazine), FC1=C(C=CC=C1)[N+](=O)[O-] (Fluoronitrobenzene). Solvent: O (water). Reaction conditions: temperature 95 celsius. Yields the product [N+](=O)([O-])C1=CC=C(C=C1)N1CCN(CCC1)CCO (2-[4-(4-nitrophenyl)-[1,4]diazepan-1-yl]ethanol). The yield is 91.7%. Reaction SMILES: F[C:2]1[CH:7]=[CH:6][CH:5]=[CH:4][C:3]=1[N+:8]([O-:10])=[O:9].C(=O)([O-])[O-].[K+].[K+].[OH:17][CH2:18][CH2:19][N:20]1[CH2:26][CH2:25][CH2:24][NH:23][CH2:22][CH2:21]1>O>[N+:8]([C:3]1[CH:4]=[CH:5][C:6]([N:23]2[CH2:24][CH2:25][CH2:26][N:20]([CH2:19][CH2:18][OH:17])[CH2:21][CH2:22]2)=[CH:7][CH:2]=1)([O-:10])=[O:9] |f:1.2.3|. Procedure: Fluoronitrobenzene (2.03 g, 14.4 mmol) is dissolved in water (10 ml), and then potassium carbonate (2.4 g, 17.3 mmol) and 1-(2-hydroxyethyl)-homopiperazine are added. The medium is heated at 95° C. for 4 hours and then cooled to room temperature and filtered. A dark orange-coloured powder is recovered which is placed in the oven (3.5 g, yield=91.7%). Reactants: CCCCO, CS(C)=O, CCN(C(C)C)C(C)C, CC(C)n1cnc2c(NCc3ccccn3)nc(F)nc21, CCC(N)C(O)CC. Yields the product CCC(O)C(CC)Nc1nc(NCc2ccccn2)c2ncn(C(C)C)c2n1. RXN SMILES: [CH2:39]([OH:40])[CH2:41][CH2:42][CH3:43].[CH3:44][S:45]([CH3:46])=[O:47].[CH:22]([N:23]([CH2:24][CH3:25])[CH:26]([CH3:27])[CH3:28])([CH3:29])[CH3:30].[F:1][c:2]1[n:3][c:4]([NH:14][CH2:15][c:16]2[n:17][cH:18][cH:19][cH:20][cH:21]2)[c:5]2[n:6][cH:7][n:8]([CH:11]([CH3:12])[CH3:13])[c:9]2[n:10]1.[NH2:31][CH:32]([CH:33]([CH2:34][CH3:35])[OH:36])[CH2:37][CH3:38]>>[c:2]1([NH:31][CH:32]([CH:33]([CH2:34][CH3:35])[OH:36])[CH2:37][CH3:38])[n:3][c:4]([NH:14][CH2:15][c:16]2[n:17][cH:18][cH:19][cH:20][cH:21]2)[c:5]2[n:6][cH:7][n:8]([CH:11]([CH3:12])[CH3:13])[c:9]2[n:10]1. Starting materials: CCOC(=O)N1C2CCC1C(c1nsnc1Cl)=C(Cl)C2, Cc1ccccc1, Cl[Al](Cl)Cl, O. The product is ClC1=C(c2nsnc2Cl)C2CCC(C1)N2. As a reaction SMILES: [CH2:1]([O:2][C:3](=[O:4])[N:6]1[CH:7]2[C:8]([c:15]3[c:16]([Cl:20])[n:17][s:18][n:19]3)=[C:9]([Cl:14])[CH2:10][CH:11]1[CH2:12][CH2:13]2)[CH3:5].[CH3:26][c:27]1[cH:28][cH:29][cH:30][cH:31][cH:32]1.[Cl:21][Al:22]([Cl:23])[Cl:24].[OH2:25]>>[NH:6]1[CH:7]2[C:8]([c:15]3[c:16]([Cl:20])[n:17][s:18][n:19]3)=[C:9]([Cl:14])[CH2:10][CH:11]1[CH2:12][CH2:13]2. Reported procedure: A mixture of 4-nitrophenyl 2-iodobenzenesulphonate (0.405 g), 4-isobutylphenylboronic acid (obtained as described in European Patent Application, publication No. 0569193) (0.179 g), tetrakis(triphenylphosphine)palladium(0) (0.058 g), toluene (15 ml), ethanol (10 ml) and 2M sodium carbonate solution (5.5 ml) was stirred vigorously and heated under reflux for 5 hours. Water (20 ml) was added and the mixture was extracted with ethyl acetate (2×25 ml). The combined extracts were washed with saturate... Yield: 84.9%. The solvent is C(C)O (ethanol), O (Water). Reactants: IC1=C(C=CC=C1)S(=O)(=O)OC1=CC=C(C=C1)[N+](=O)[O-] (4-nitrophenyl 2-iodobenzenesulphonate), C(C(C)C)C1=CC=C(C=C1)B(O)O (4-isobutylphenylboronic acid), C1(=CC=CC=C1)C (toluene), C([O-])([O-])=O.[Na+].[Na+] (sodium carbonate). As a reaction SMILES: I[C:2]1[CH:7]=[CH:6][CH:5]=[CH:4][C:3]=1[S:8]([O:11][C:12]1[CH:17]=[CH:16][C:15]([N+:18]([O-:20])=[O:19])=[CH:14][CH:13]=1)(=[O:10])=[O:9].[CH2:21]([C:25]1[CH:30]=[CH:29][C:28](B(O)O)=[CH:27][CH:26]=1)[CH:22]([CH3:24])[CH3:23].C1(C)C=CC=CC=1.C(=O)([O-])[O-].[Na+].[Na+]>C1C=CC([P]([Pd]([P](C2C=CC=CC=2)(C2C=CC=CC=2)C2C=CC=CC=2)([P](C2C=CC=CC=2)(C2C=CC=CC=2)C2C=CC=CC=2)[P](C2C=CC=CC=2)(C2C=CC=CC=2)C2C=CC=CC=2)(C2C=CC=CC=2)C2C=CC=CC=2)=CC=1.O.C(O)C>[CH2:21]([C:25]1[CH:30]=[CH:29][C:28]([C:2]2[C:3]([S:8]([O:11][C:12]3[CH:17]=[CH:16][C:15]([N+:18]([O-:20])=[O:19])=[CH:14][CH:13]=3)(=[O:10])=[O:9])=[CH:4][CH:5]=[CH:6][CH:7]=2)=[CH:27][CH:26]=1)[CH:22]([CH3:24])[CH3:23] |f:3.4.5,^1:50,52,71,90|. Yields the product C(C(C)C)C1=CC=C(C=C1)C=1C(=CC=CC1)S(=O)(=O)OC1=CC=C(C=C1)[N+](=O)[O-] (4-nitrophenyl 4'-isobutyl-2-biphenylsulphonate). The reagents and catalysts are C=1C=CC(=CC1)[P](C=2C=CC=CC2)(C=3C=CC=CC3)[Pd]([P](C=4C=CC=CC4)(C=5C=CC=CC5)C=6C=CC=CC6)([P](C=7C=CC=CC7)(C=8C=CC=CC8)C=9C=CC=CC9)[P](C=1C=CC=CC1)(C=1C=CC=CC1)C=1C=CC=CC1 (tetrakis(triphenylphosphine)palladium(0)). Reactants: [Li]CCCC (BuLi), C[Si](N[Si](C)(C)C)(C)C (hexamethyldisilazane), [NH4+].[Cl-] (NH4Cl), solution, compound 13. Solvent: hexanes, C1CCOC1 (THF), C1CCOC1 (THF). Run at temperature -40 celsius, time 15 minute. Yields the product C[Si]([N-][Si](C)(C)C)(C)C.[Li+] (lithiumhexamethyl disilazide). Reaction SMILES: [Li:1]CCCC.[CH3:6][Si:7]([CH3:14])([CH3:13])[NH:8][Si:9]([CH3:12])([CH3:11])[CH3:10].[NH4+].[Cl-]>C1COCC1>[CH3:6][Si:7]([CH3:14])([CH3:13])[N-:8][Si:9]([CH3:12])([CH3:11])[CH3:10].[Li+:1] |f:2.3,5.6|. Procedure: A solution of lithiumhexamethyl disilazide was prepared by adding 4.8 ml of 1.6 m BuLi in hexanes to a solution of 1.8 ml of hexamethyldisilazane in 10 ml of dry THF at −40° C. This solution was stirred for 15 min at −40° C. A quantity of 7.8 ml of this solution was added dropwise to a solution of 1.34 g of compound 13 in 20 ml of dry THF at −70° C. The mixture subsequently stirred at −70° C. for an additional hr and then poured into 50 ml of sat. NH4Cl solution and extracted with ethyl acetate. Starting materials: C(N)(=O)C=1C(=NC(=NC1NN)SC)NC1=C(C=C(C=C1)C1CCN(CC1)C(=O)OC(C)(C)C)Cl (tert-butyl 4-(4-(5-carbamoyl-6-hydrazinyl-2-(methylthio)pyrimidin-4-ylamino)-3-chlorophenyl)piperidine-1-carboxylate), C(C)OC(CC)(OCC)OCC (1,1,1-triethoxypropane), petroleum ether ethyl acetate. Reaction conditions: time 1 hour. Yields the product C(N)(=O)C=1C=2N(C(=NC1NC1=C(C=C(C=C1)C1CCN(CC1)C(=O)OC(C)(C)C)Cl)SC)C(=NN2)CC (tert-butyl 4-(4-(8-carbamoyl-3-ethyl-5-(methylthio)-[1,2,4]triazolo[4,3-c]pyrimidin-7-ylamino)-3-chlorophenyl)piperidine-1-carboxylate). RXN SMILES: [C:1]([C:4]1[C:5]([NH:14][C:15]2[CH:20]=[CH:19][C:18]([CH:21]3[CH2:26][CH2:25][N:24]([C:27]([O:29][C:30]([CH3:33])([CH3:32])[CH3:31])=[O:28])[CH2:23][CH2:22]3)=[CH:17][C:16]=2[Cl:34])=[N:6][C:7]([S:12][CH3:13])=[N:8][C:9]=1[NH:10][NH2:11])(=[O:3])[NH2:2].C(O[C:38](OCC)(OCC)[CH2:39][CH3:40])C>>[C:1]([C:4]1[C:9]2[N:8]([C:38]([CH2:39][CH3:40])=[N:11][N:10]=2)[C:7]([S:12][CH3:13])=[N:6][C:5]=1[NH:14][C:15]1[CH:20]=[CH:19][C:18]([CH:21]2[CH2:22][CH2:23][N:24]([C:27]([O:29][C:30]([CH3:31])([CH3:33])[CH3:32])=[O:28])[CH2:25][CH2:26]2)=[CH:17][C:16]=1[Cl:34])(=[O:3])[NH2:2]. Procedure details: To a solution of the product of Example 55B (250 mg, 0.49 mmol) was added 1,1,1-triethoxypropane (3 mL) and the mixture was stirred at ambient temperature for 1 hour and heated at 55° C. for 5 hours. After cooling, 90/10 petroleum ether/ethyl acetate was added and the precipitate was collected. The solid was washed with petroleum ether and dried under vacuum to give the title compound. MS: 546 (M+H+).